Dataset: the Open Reaction Database (ORD), a public repository of structured organic reaction records. Task: describe an organic reaction: reactants, conditions, products, and yield Reactants: CC=1C=C(C(=O)O)C=CC1C(=O)N1CCCC1 (3-methyl-4-(pyrrolidin-1-ylcarbonyl)benzoic acid), CN(C)C(=[N+](C)C)ON1C2=C(C=CC=C2)N=N1.[B-](F)(F)(F)F (TBTU), C(C)(C)N(CC)C(C)C (diisopropylethylamine), C(C)(C)(C)OC(=O)COC[C@@H](C1=NC2=C(N1)C=CC(=C2)Cl)N ((R)-2-(C-tert-butoxycarbonylmethyloxy)-1-(5-chloro-1H-benzimidazol-2-yl)ethylamine), ClCl (chlorine), C28H33ClN4O5, ClCl (chlorine). Solvent: O1CCCC1 (tetrahydrofuran), ClCCl.CO (dichloromethane methanol). Product: C(C)(C)(C)OC(=O)COC[C@@H](C1=NC2=C(N1)C=CC(=C2)Cl)NC(C2=CC(=C(C=C2)C(=O)N2CCCC2)C)=O (N-[(1R)-2-(C-tert-butoxycarbonylmethyloxy)-1-(5-chloro-1H-benzimidazol-2-yl)ethyl]-3-methyl-4-(pyrrolidin-1-ylcarbonyl)benzamide). Yield: 82.0%. As a reaction SMILES: [CH3:1][C:2]1[CH:3]=[C:4]([CH:8]=[CH:9][C:10]=1[C:11]([N:13]1[CH2:17][CH2:16][CH2:15][CH2:14]1)=[O:12])[C:5]([OH:7])=O.CN(C(ON1N=NC2C=CC=CC1=2)=[N+](C)C)C.[B-](F)(F)(F)F.C(N(C(C)C)CC)(C)C.[C:49]([O:53][C:54]([CH2:56][O:57][CH2:58][C@H:59]([NH2:70])[C:60]1[NH:64][C:63]2[CH:65]=[CH:66][C:67]([Cl:69])=[CH:68][C:62]=2[N:61]=1)=[O:55])([CH3:52])([CH3:51])[CH3:50].ClCl>O1CCCC1.ClCCl.CO>[C:49]([O:53][C:54]([CH2:56][O:57][CH2:58][C@H:59]([NH:70][C:5](=[O:7])[C:4]1[CH:8]=[CH:9][C:10]([C:11]([N:13]2[CH2:17][CH2:16][CH2:15][CH2:14]2)=[O:12])=[C:2]([CH3:1])[CH:3]=1)[C:60]1[NH:64][C:63]2[CH:65]=[CH:66][C:67]([Cl:69])=[CH:68][C:62]=2[N:61]=1)=[O:55])([CH3:52])([CH3:50])[CH3:51] |f:1.2,7.8|. Procedure: Prepared analogously to Example 1g from 3-methyl-4-(pyrrolidin-1-ylcarbonyl)benzoic acid, TBTU, diisopropylethylamine, and (R)-2-(C-tert-butoxycarbonylmethyloxy)-1-(5-chloro-1H-benzimidazol-2-yl)ethylamine in tetrahydrofuran. Yield: 82%; Rf value: 0.70 (silica gel; dichloromethane/methanol=95:5); C28H33ClN4O5 (541.05); mass spectrum: (M+H)+=541/543 (chlorine isotope) and (M−H)−=539/541 (chlorine isotope). Reactants: CCOC(=O)C(Br)C(=O)c1ccc(OC)cc1, CCO, CCOC(C)=O, O=C([O-])c1c(F)cccc1F, [Na+], O. The product is CCOC(=O)C(OC(=O)c1c(F)cccc1F)C(=O)c1ccc(OC)cc1. Reaction SMILES: [Br:1][CH:2]([C:3](=[O:4])[O:5][CH2:6][CH3:7])[C:8](=[O:9])[c:10]1[cH:11][cH:12][c:13]([O:16][CH3:17])[cH:14][cH:15]1.[CH3:30][CH2:31][OH:32].[CH3:33][CH2:34][O:35][C:36]([CH3:37])=[O:38].[F:18][c:19]1[c:20]([C:21](=[O:22])[O-:23])[c:24]([F:28])[cH:25][cH:26][cH:27]1.[Na+:29].[OH2:39]>>[CH:2]([C:3](=[O:4])[O:5][CH2:6][CH3:7])([C:8](=[O:9])[c:10]1[cH:11][cH:12][c:13]([O:16][CH3:17])[cH:14][cH:15]1)[O:23][C:21]([c:20]1[c:19]([F:18])[cH:27][cH:26][cH:25][c:24]1[F:28])=[O:22]. Reaction conditions: temperature 100 celsius, time 3 hour. The yield is 23.3%. The reactants are FC1=CC=C(C=C1)N1N=C2C=C(C(=CC2=C1C(=O)NC)B1OC(C(O1)(C)C)(C)C)N(S(=O)(=O)C)C (2-(4-fluorophenyl)-N-methyl-6-(N-methylmethylsulfonamido)-5-(4,4,5,5-tetramethyl-1,3,2-dioxaborolan-2-yl)-2H-indazole-3-carboxamide), ClC1=NC=2C=3N(CCC2C=C1)C=1C=CC=C(C1C3)F (2-chloro-11-fluoro-5,6-dihydroindolo[1,2-h][1,7]naphthyridine), K3PO4.3H2O, CC(C)C1=CC(=C(C(=C1)C(C)C)C2=C(C=CC=C2)P(C3CCCCC3)C4CCCCC4)C(C)C (X-Phos). As a reaction SMILES: [F:1][C:2]1[CH:7]=[CH:6][C:5]([N:8]2[C:16]([C:17]([NH:19][CH3:20])=[O:18])=[C:15]3[C:10]([CH:11]=[C:12]([N:30]([CH3:35])[S:31]([CH3:34])(=[O:33])=[O:32])[C:13](B4OC(C)(C)C(C)(C)O4)=[CH:14]3)=[N:9]2)=[CH:4][CH:3]=1.Cl[C:37]1[CH:46]=[CH:45][C:44]2[CH2:43][CH2:42][N:41]3[C:47]4[CH:48]=[CH:49][CH:50]=[C:51]([F:54])[C:52]=4[CH:53]=[C:40]3[C:39]=2[N:38]=1.CC(C1C=C(C(C)C)C(C2C=CC=CC=2P(C2CCCCC2)C2CCCCC2)=C(C(C)C)C=1)C>O1CCOCC1.C1C=CC(/C=C/C(/C=C/C2C=CC=CC=2)=O)=CC=1.C1C=CC(/C=C/C(/C=C/C2C=CC=CC=2)=O)=CC=1.C1C=CC(/C=C/C(/C=C/C2C=CC=CC=2)=O)=CC=1.[Pd].[Pd]>[F:54][C:51]1[C:52]2[CH:53]=[C:40]3[C:39]4[N:38]=[C:37]([C:13]5[C:12]([N:30]([CH3:35])[S:31]([CH3:34])(=[O:33])=[O:32])=[CH:11][C:10]6[C:15](=[C:16]([C:17]([NH:19][CH3:20])=[O:18])[N:8]([C:5]7[CH:4]=[CH:3][C:2]([F:1])=[CH:7][CH:6]=7)[N:9]=6)[CH:14]=5)[CH:46]=[CH:45][C:44]=4[CH2:43][CH2:42][N:41]3[C:47]=2[CH:48]=[CH:49][CH:50]=1 |f:4.5.6.7.8|. Yields the product FC=1C=2C=C3N(CCC=4C=CC(=NC34)C3=CC4=C(N(N=C4C=C3N(S(=O)(=O)C)C)C3=CC=C(C=C3)F)C(=O)NC)C2C=CC1 (5-(11-fluoro-5,6-dihydroindolo[1,2-h][1,7]naphthyridin-2-yl)-2-(4-fluorophenyl)-N-methyl-6-(N-methylmethylsulfonamido)-2H-indazole-3-carboxamide). The solvent is O1CCOCC1 (1,4-dioxane). Procedure: To a degassed solution of 2-(4-fluorophenyl)-N-methyl-6-(N-methylmethylsulfonamido)-5-(4,4,5,5-tetramethyl-1,3,2-dioxaborolan-2-yl)-2H-indazole-3-carboxamide (70 mg, 0.14 mmol), 2-chloro-11-fluoro-5,6-dihydroindolo[1,2-h][1,7]naphthyridine (46 mg, 0.17 mmol) and K3PO4.3H2O (112 mg, 0.42 mmol) in 1,4-dioxane (5 mL) was added Pd2(dba)3 (13 mg, 0.014 mmol) and X-Phos (14 mg, 0.028 mmol) under N2. The reaction mixture was heated to 100° C. and stirred for 3 hours, and then filtered through a celite ... The reagents and catalysts are C=1C=CC(=CC1)/C=C/C(=O)/C=C/C2=CC=CC=C2.C=1C=CC(=CC1)/C=C/C(=O)/C=C/C2=CC=CC=C2.C=1C=CC(=CC1)/C=C/C(=O)/C=C/C2=CC=CC=C2.[Pd].[Pd] (Pd2(dba)3). Product: O=c1cc(C2CCNC(Cc3ccc(F)cc3F)C2)o[nH]1. The reactants are Br, CC(=O)O, COC(=O)N1CCC(c2cc(=O)[nH]o2)CC1Cc1ccc(F)cc1F. Reaction SMILES: [BrH:30].[CH3:26][C:27](=[O:28])[OH:29].[F:1][c:2]1[c:3]([CH2:4][CH:5]2[N:6]([C:17]([O:18][CH3:19])=[O:20])[CH2:7][CH2:8][CH:9]([c:11]3[cH:12][c:13](=[O:16])[nH:14][o:15]3)[CH2:10]2)[cH:21][cH:22][c:23]([F:25])[cH:24]1>>[F:1][c:2]1[c:3]([CH2:4][CH:5]2[NH:6][CH2:7][CH2:8][CH:9]([c:11]3[cH:12][c:13](=[O:16])[nH:14][o:15]3)[CH2:10]2)[cH:21][cH:22][c:23]([F:25])[cH:24]1. Starting materials: O=C1c2ccccc2C(=O)N1CCBr, O=C(OC1CN2CCC1CC2)C1(c2ccccc2)CCCCCC1. Yields the product [Br-], O=C1c2ccccc2C(=O)N1CC[N+]12CCC(CC1)C(OC(=O)C1(c3ccccc3)CCCCCC1)C2. Reaction SMILES: [Br:25][CH2:26][CH2:27][N:28]1[C:29](=[O:38])[c:30]2[cH:31][cH:32][cH:33][cH:34][c:35]2[C:36]1=[O:37].[c:1]1([C:7]2([C:14](=[O:15])[O:16][CH:17]3[CH2:18][N:19]4[CH2:20][CH2:21][CH:22]3[CH2:23][CH2:24]4)[CH2:8][CH2:9][CH2:10][CH2:11][CH2:12][CH2:13]2)[cH:2][cH:3][cH:4][cH:5][cH:6]1>>[Br-:25].[c:1]1([C:7]2([C:14](=[O:15])[O:16][CH:17]3[CH2:18][N+:19]4([CH2:26][CH2:27][N:28]5[C:29](=[O:38])[c:30]6[cH:31][cH:32][cH:33][cH:34][c:35]6[C:36]5=[O:37])[CH2:20][CH2:21][CH:22]3[CH2:23][CH2:24]4)[CH2:8][CH2:9][CH2:10][CH2:11][CH2:12][CH2:13]2)[cH:2][cH:3][cH:4][cH:5][cH:6]1.